From a dataset of the Open Reaction Database (ORD), a public repository of structured organic reaction records. describe an organic reaction: reactants, conditions, products, and yield Reactants: ClC1=CC(=C(CN2N=CC3=CC(=CC=C23)\C=C/2\C(N(C(S2)=O)C[C@H]2NCCC2)=O)C=C1)C(F)(F)F ((5Z)-5-({1-[4-chloro-2-(trifluoromethyl)benzyl]-1H-indazol-5-yl}methylidene)-3-[(2S)-pyrrolidin-2-ylmethyl]-1,3-thiazolidine-2,4-dione), CS(=O)(=O)OCCS(=O)(=O)C (2-(methylsulfonyl)ethyl methanesulfonate). Product: ClC1=CC(=C(CN2N=CC3=CC(=CC=C23)\C=C/2\C(N(C(S2)=O)C[C@H]2N(CCC2)CCS(=O)(=O)C)=O)C=C1)C(F)(F)F ((5Z)-5-({1-[4-Chloro-2-(trifluoromethyl)benzyl]-1H-indazol-5-yl}methylidene)-3-({(2S)-1-[2-(methylsulfonyl)ethyl]pyrrolidin-2-yl}methyl)-1,3-thiazolidine-2,4-dione). RXN SMILES: [Cl:1][C:2]1[CH:31]=[CH:30][C:5]([CH2:6][N:7]2[C:15]3[C:10](=[CH:11][C:12](/[CH:16]=[C:17]4/[C:18](=[O:29])[N:19]([CH2:23][C@@H:24]5[CH2:28][CH2:27][CH2:26][NH:25]5)[C:20](=[O:22])[S:21]/4)=[CH:13][CH:14]=3)[CH:9]=[N:8]2)=[C:4]([C:32]([F:35])([F:34])[F:33])[CH:3]=1.CS(O[CH2:41][CH2:42][S:43]([CH3:46])(=[O:45])=[O:44])(=O)=O>>[Cl:1][C:2]1[CH:31]=[CH:30][C:5]([CH2:6][N:7]2[C:15]3[C:10](=[CH:11][C:12](/[CH:16]=[C:17]4/[C:18](=[O:29])[N:19]([CH2:23][C@@H:24]5[CH2:28][CH2:27][CH2:26][N:25]5[CH2:41][CH2:42][S:43]([CH3:46])(=[O:45])=[O:44])[C:20](=[O:22])[S:21]/4)=[CH:13][CH:14]=3)[CH:9]=[N:8]2)=[C:4]([C:32]([F:35])([F:33])[F:34])[CH:3]=1. Procedure details: (5Z)-5-({1-[4-Chloro-2-(trifluoromethyl)benzyl]-1H-indazol-5-yl}methylidene)-3-({(2S)-1-[2-(methylsulfonyl)ethyl]pyrrolidin-2-yl}methyl)-1,3-thiazolidine-2,4-dione was prepared from (5Z)-5-({1-[4-chloro-2-(trifluoromethyl)benzyl]-1H-indazol-5-yl}methylidene)-3-[(2S)-pyrrolidin-2-ylmethyl]-1,3-thiazolidine-2,4-dione (Example 145) and 2-(methylsulfonyl)ethyl methanesulfonate (prepared as described in WO 2006/047277) following General Procedure S. The reactants are BrC1=CC(=CC=C1)S(=O)(=O)CC=C(C)C (1-bromo-3-(3-methylbut-2-enylsulphonyl)benzene), C1(=CC=C(C=C1)S(=O)(=O)O)C (para-toluenesulphonic acid). Solvent: C1(=CC=CC=C1)C (toluene). The product is BrC1=CC=C2C(CCSC2=C1)(C)C (7-Bromo-4,4-dimethylthiochroman). The yield is 90.5%. RXN SMILES: [Br:1][C:2]1[CH:7]=[CH:6][CH:5]=[C:4]([S:8]([CH2:11][CH:12]=[C:13]([CH3:15])[CH3:14])(=O)=O)[CH:3]=1.C1(C)C=CC(S(O)(=O)=O)=CC=1>C1(C)C=CC=CC=1>[Br:1][C:2]1[CH:3]=[C:4]2[C:5]([C:13]([CH3:15])([CH3:14])[CH2:12][CH2:11][S:8]2)=[CH:6][CH:7]=1. Reported procedure: 25.00 g (97.0 mmol) of 1-bromo-3-(3-methylbut-2-enylsulphonyl)benzene, 200 ml of toluene and 27.75 g (146.0 mmol) of para-toluenesulphonic acid are introduced into a three-necked flask. The reaction medium is refluxed for four hours and evaporated to dryness. The residue is taken up in aqueous sodium hydrogen carbonate solution and extracted with ethyl acetate, and the organic phase is separated out after settling has taken place, dried over magnesium sulphate and evaporated. The residue obtaine... Product: COc1ccc(C(=O)Nc2ccccc2)cc1NC(=S)Nc1ccc(Cl)c(Cl)c1. Reactants: S=C=Nc1ccc(Cl)c(Cl)c1, COc1ccc(C(=O)Nc2ccccc2)cc1N. Reaction SMILES: [Cl:19][c:20]1[cH:21][c:22]([N:27]=[C:28]=[S:29])[cH:23][cH:24][c:25]1[Cl:26].[NH2:1][c:2]1[cH:3][c:4]([C:5](=[O:6])[NH:7][c:8]2[cH:9][cH:10][cH:11][cH:12][cH:13]2)[cH:14][cH:15][c:16]1[O:17][CH3:18]>>[NH:1]([c:2]1[cH:3][c:4]([C:5](=[O:6])[NH:7][c:8]2[cH:9][cH:10][cH:11][cH:12][cH:13]2)[cH:14][cH:15][c:16]1[O:17][CH3:18])[C:28]([NH:27][c:22]1[cH:21][c:20]([Cl:19])[c:25]([Cl:26])[cH:24][cH:23]1)=[S:29]. The reactants are COC=1C(C2=CC=CC(=C2C(C1OC)=O)C#N)=O (2,3-Dimethoxy-5-cyano-1,4-naphthoquinone), C(C1=CC=CC=C1)O (benzyl alcohol). Run in O1CCCC1 (tetrahydrofuran). Conditions: time 20 minute. The product is C(C1=CC=CC=C1)OC=1C(C2=CC=CC(=C2C(C1OCC1=CC=CC=C1)=O)C#N)=O (2,3-Dibenzyloxy-5-cyano-1,4-naphthoquinone). RXN SMILES: [CH3:1][O:2][C:3]1[C:4](=[O:18])[C:5]2[C:10]([C:11](=[O:15])[C:12]=1[O:13][CH3:14])=[C:9]([C:16]#[N:17])[CH:8]=[CH:7][CH:6]=2.C(O)[C:20]1[CH:25]=[CH:24][CH:23]=[CH:22][CH:21]=1>O1CCCC1>[CH2:1]([O:2][C:3]1[C:4](=[O:18])[C:5]2[C:10]([C:11](=[O:15])[C:12]=1[O:13][CH2:14][C:20]1[CH:21]=[CH:22][CH:23]=[CH:24][CH:25]=1)=[C:9]([C:16]#[N:17])[CH:8]=[CH:7][CH:6]=2)[C:3]1[CH:4]=[CH:5][CH:10]=[CH:11][CH:12]=1. Reported procedure: 14b From Example 9 (972 mg, 4 mmol) is dissolved in tetrahydrofuran (100 ml) containing benzyl alcohol (8 ml) and the tetrahydrofuran (40 ml) is distilled off. The remaining solution is cooled to 15° and sodium hydride (5 mg) with 3 A molecular sieve (2 g) is added. The resulting mixture is stirred at 15°-20° for 20 minutes. The mixture is filtered through a celite bed, the filtrate concentrated to dryness and the residue crystallized from isopropanol giving 1.01 g (64%) of 23 with mp 118°-121°. The reactants are CC=1C=NC=C(C1)C (3,5-dimethylpyridine), C1=CC(=CC(=C1)Cl)C(=O)OO (m-CPBA), CCOC(=O)C (EtOAc). The solvent is petroleum ether, C(Cl)(Cl)Cl (CHCl3). Conditions: time 18 hour. Product: CC=1C=[N+](C=C(C1)C)[O-] (3,5-dimethylpyridine 1-oxide). Yield: 93.4%. As a reaction SMILES: [CH3:1][C:2]1[CH:3]=[N:4][CH:5]=[C:6]([CH3:8])[CH:7]=1.C1C=C(Cl)C=C(C(OO)=[O:17])C=1.CCOC(C)=O>C(Cl)(Cl)Cl>[CH3:1][C:2]1[CH:3]=[N+:4]([O-:17])[CH:5]=[C:6]([CH3:8])[CH:7]=1. Procedure details: To a solution of 3,5-dimethylpyridine (85 g, 0.8 mol) in CHCl3 (1500 mL) was added m-CPBA (180 g, 0.88 mol) in portions at 0° C. Then the mixture was stirred at room temperature for 18 hr. TLC (petroleum ether:EtOAc=1:1) showed the starting material was consumed almost. After diluting with CH2Cl2 (1200 mL), the solution was washed with Na2S2O3(aq.) (600 mL), NaHCO3(aq.) (600 mL) and brine (600 mL). The resulting material was dried over Na2SO4 and concentrated in vacuo to give crude material whic... Starting materials: CN(C(=O)OC(C)(C)C)[C@@H]1C[C@@H]([C@H](C1)C1=CC=CC=C1)CN1CCC(CC1)N(CC=C)C(=O)OCC1=CC=C(C=C1)[N+](=O)[O-] (1-(S)-(N-(methyl)-N-(t-butoxycarbonyl)amino)-3-(S)-((4-(N-(4-nitrobenzyloxycarbonyl)-N-(allyl)amino)piperidin-1-yl)methyl)-4-(S)-phenylcyclopentane), C1(=CC=CC=C1)CC(=O)Cl (phenylacetyl chloride). Product: CN(C(=O)CC1=CC=CC=C1)[C@@H]1C[C@@H]([C@H](C1)C1=CC=CC=C1)CN1CCC(CC1)N(CC=C)C(=O)OCC1=CC=C(C=C1)[N+](=O)[O-] (1-(S)-(N-(Methyl)-N-(benzylcarbonyl)amino)-3-(S)-((4-(N-(4-nitrobenzyloxycarbonyl)-N-(allyl)amino)piperidin-1-yl)methyl)-4-(S)-phenylcyclopentane). As a reaction SMILES: [CH3:1][N:2]([C@H:10]1[CH2:14][C@H:13]([C:15]2[CH:20]=[CH:19][CH:18]=[CH:17][CH:16]=2)[C@@H:12]([CH2:21][N:22]2[CH2:27][CH2:26][CH:25]([N:28]([C:32]([O:34][CH2:35][C:36]3[CH:41]=[CH:40][C:39]([N+:42]([O-:44])=[O:43])=[CH:38][CH:37]=3)=[O:33])[CH2:29][CH:30]=[CH2:31])[CH2:24][CH2:23]2)[CH2:11]1)[C:3]([O:5]C(C)(C)C)=O.[C:45]1([CH2:51]C(Cl)=O)[CH:50]=[CH:49][CH:48]=[CH:47][CH:46]=1>>[CH3:1][N:2]([C@H:10]1[CH2:14][C@H:13]([C:15]2[CH:16]=[CH:17][CH:18]=[CH:19][CH:20]=2)[C@@H:12]([CH2:21][N:22]2[CH2:27][CH2:26][CH:25]([N:28]([C:32]([O:34][CH2:35][C:36]3[CH:41]=[CH:40][C:39]([N+:42]([O-:44])=[O:43])=[CH:38][CH:37]=3)=[O:33])[CH2:29][CH:30]=[CH2:31])[CH2:24][CH2:23]2)[CH2:11]1)[C:3]([CH2:51][C:45]1[CH:50]=[CH:49][CH:48]=[CH:47][CH:46]=1)=[O:5]. Procedure details: Using essentially the same procedure as in Example 16, Step A and B but substituting 1-(S)-(N-(methyl)-N-(t-butoxycarbonyl)amino)-3-(S)-((4-(N-(4-nitrobenzyloxycarbonyl)-N-(allyl)amino)piperidin-1-yl)methyl)-4-(S)-phenylcyclopentane from Example 31 in Step A and phenylacetyl chloride in Step B, the title compound was prepared. Reactants: C(C)O (ethanol), ClC1=C(C#N)C=CC(=C1)C (2-chloro-4-methylbenzonitrile), S(O)(O)(=O)=O (sulfuric acid), C(C)O (ethanol), [OH-].[Na+] (sodium hydroxide). Product: ClC1=C(C(=O)OCC)C=CC(=C1)C (ethyl 2-chloro-4-methylbenzoate). Isolated yield 45.0%. As a reaction SMILES: [Cl:1][C:2]1[CH:9]=[C:8]([CH3:10])[CH:7]=[CH:6][C:3]=1[C:4]#N.S(=O)(=O)(O)O.[OH-:16].[Na+].[CH2:18]([OH:20])[CH3:19]>>[Cl:1][C:2]1[CH:9]=[C:8]([CH3:10])[CH:7]=[CH:6][C:3]=1[C:4]([O:20][CH2:18][CH3:19])=[O:16] |f:2.3|. Reported procedure: A mixture of 2-chloro-4-methylbenzonitrile (5.5 g, 36.28 mmol), conc. sulfuric acid (30 mL) and ethanol (30 mL) was heated under reflux for 22 hr. The reaction mixture was ice-cooled, and neutralized with 8N aqueous sodium hydroxide solution, and ethanol was evaporated. The residue was extracted with ethyl acetate, and the extract was washed with brine, dried over magnesium sulfate and concentrated under reduced pressure. The residue was diluted with ethyl acetate-hexane (1:10, 120 mL). The inso...